This data is from the Open Reaction Database (ORD), a public repository of structured organic reaction records. The task is: describe an organic reaction: reactants, conditions, products, and yield Starting materials: C(C1=CC=CC=C1)OC=1C=CC(=C2C=CC(NC12)=O)[C@H](CN[C@@H](CC=1C=C(C=CC1)CCNC(=O)CC1=CC=C(C=C1)CNC(=O)CCN1CCC(CC1)OC(NC1=C(C=CC=C1)C1=CC=CC=C1)=O)C)O[Si](C)(C)C(C)(C)C (biphenyl-2-ylcarbamic acid 1-{2-[(4-{[2-(3-{(R)-2-[(R)-2-(8-benzyloxy-2-oxo-1,2- dihydroquinolin-5-yl)-2-(tert-butyldimethylsilanyloxy)-ethylamino]propyl}phenyl)ethylcarbamoyl]-methyl}phenyl)methylcarbamoyl]ethyl}-piperidin-4-yl ester). Reagents/catalysts: [Pd] (palladium on carbon). Solvent: CCO (EtOH). Run at time 1 hour. Product: [Si](C)(C)(C(C)(C)C)O[C@@H](CN[C@@H](CC=1C=C(C=CC1)CCNC(=O)CC1=CC=C(C=C1)CNC(=O)CCN1CCC(CC1)OC(NC1=C(C=CC=C1)C1=CC=CC=C1)=O)C)C1=C2C=CC(NC2=C(C=C1)O)=O (Biphenyl-2-ylcarbamic Acid 1-{2-[(4-{[2-(3-{(R)-2-[(R)-2-(tert-Butyl-dimethylsilanyloxy)-2-(8-hydroxy-2-oxo-1,2- dihydroquinolin-5-yl)ethylamino]-propyl}phenyl)ethylcarbamoyl]methyl}-phenyl)methylcarbamoyl]ethyl}piperidin-4-yl Ester). RXN SMILES: C([O:8][C:9]1[CH:10]=[CH:11][C:12]([C@@H:20]([O:72][Si:73]([C:76]([CH3:79])([CH3:78])[CH3:77])([CH3:75])[CH3:74])[CH2:21][NH:22][C@H:23]([CH3:71])[CH2:24][C:25]2[CH:26]=[C:27]([CH2:31][CH2:32][NH:33][C:34]([CH2:36][C:37]3[CH:42]=[CH:41][C:40]([CH2:43][NH:44][C:45]([CH2:47][CH2:48][N:49]4[CH2:54][CH2:53][CH:52]([O:55][C:56](=[O:70])[NH:57][C:58]5[CH:63]=[CH:62][CH:61]=[CH:60][C:59]=5[C:64]5[CH:69]=[CH:68][CH:67]=[CH:66][CH:65]=5)[CH2:51][CH2:50]4)=[O:46])=[CH:39][CH:38]=3)=[O:35])[CH:28]=[CH:29][CH:30]=2)=[C:13]2[C:18]=1[NH:17][C:16](=[O:19])[CH:15]=[CH:14]2)C1C=CC=CC=1>CCO.[Pd]>[Si:73]([O:72][C@H:20]([C:12]1[CH:11]=[CH:10][C:9]([OH:8])=[C:18]2[C:13]=1[CH:14]=[CH:15][C:16](=[O:19])[NH:17]2)[CH2:21][NH:22][C@H:23]([CH3:71])[CH2:24][C:25]1[CH:26]=[C:27]([CH2:31][CH2:32][NH:33][C:34]([CH2:36][C:37]2[CH:38]=[CH:39][C:40]([CH2:43][NH:44][C:45]([CH2:47][CH2:48][N:49]3[CH2:50][CH2:51][CH:52]([O:55][C:56](=[O:70])[NH:57][C:58]4[CH:63]=[CH:62][CH:61]=[CH:60][C:59]=4[C:64]4[CH:65]=[CH:66][CH:67]=[CH:68][CH:69]=4)[CH2:53][CH2:54]3)=[O:46])=[CH:41][CH:42]=2)=[O:35])[CH:28]=[CH:29][CH:30]=1)([C:76]([CH3:77])([CH3:78])[CH3:79])([CH3:74])[CH3:75]. Procedure: Dry nitrogen was bubbled into a stirred solution of biphenyl-2-ylcarbamic acid 1-{2-[(4-{[2-(3-{(R)-2-[(R)-2-(8-benzyloxy-2-oxo-1,2- dihydroquinolin-5-yl)-2-(tert-butyldimethylsilanyloxy)-ethylamino]propyl}phenyl)ethylcarbamoyl]-methyl}phenyl)methylcarbamoyl]ethyl}-piperidin-4-yl ester (0.704 g, 0.650 mmol) in EtOH (5.00 mL) for 3 min and then palladium on carbon (10 wt. %, ˜50% water; 0.289 g, 0.130 mmol) was added. Hydrogen was bubbled into the reaction mixture for 3 min and then the mixture w... Reactants: COC=1C=C(C=CC1)C(C)(C)O (2-(3-methoxyphenyl)propan-2-ol), [N-]=[N+]=[N-] (azide). Product: COC=1C=C(C=CC1)C(CN=[N+]=[N-])C (2-(3-methoxyphenyl)propylazide). Isolated yield 19.0%. RXN SMILES: [CH3:1][O:2][C:3]1[CH:4]=[C:5]([C:9](O)([CH3:11])[CH3:10])[CH:6]=[CH:7][CH:8]=1.[N-:13]=[N+:14]=[N-:15]>>[CH3:1][O:2][C:3]1[CH:4]=[C:5]([CH:9]([CH3:11])[CH2:10][N:13]=[N+:14]=[N-:15])[CH:6]=[CH:7][CH:8]=1. Reported procedure: Ethyl 3-methoxybenzoate (10 g, 56 mmol) was dissolved in 55 mL ether, cooled to −78° C., and treated with 55 mL 3.0 M methylmagnesium bromide in ether. The reaction was warmed to room temperature, stirred overnight, and excess reagent was quenched by addition of water and 6 M H2SO4 to the reaction at 0° C. 8.2 g (49 mmol, 89%) of 2-(3-methoxyphenyl)propan-2-ol was obtained as a colorless oil. NMR (1H, CDCl3): 7.25 (m, 1H), 7.07 (m, 2H), 6.79 (m, 1H), 3.80 (s, 3H), 1.56 (s, 6H). The alcohol (8.2 ...